This data is from the Open Reaction Database (ORD), a public repository of structured organic reaction records. The task is: describe an organic reaction: reactants, conditions, products, and yield Starting materials: N1N=C(N=C1)C(=O)N (1,2,4-triazole-3-carboxamide), C12(CC3CC(CC(C1)C3)C2)C(=O)Cl (adamantylcarbonyl chloride), C(C)OCC (diethyl ether). Run in C(C)N(CC)CC (triethylamine). The product is C12(CC3CC(CC(C1)C3)C2)C(=O)C2=NC(=NN2)C(=O)N (Adamantylcarbonyl-s-triazole-3-carboxamide). As a reaction SMILES: [NH:1]1[CH:5]=[N:4][C:3]([C:6]([NH2:8])=[O:7])=[N:2]1.[C:9]12([C:19](Cl)=[O:20])[CH2:18][CH:13]3[CH2:14][CH:15]([CH2:17][CH:11]([CH2:12]3)[CH2:10]1)[CH2:16]2.C(OCC)C>C(N(CC)CC)C>[C:9]12([C:19]([C:5]3[NH:1][N:2]=[C:3]([C:6]([NH2:8])=[O:7])[N:4]=3)=[O:20])[CH2:16][CH:15]3[CH2:14][CH:13]([CH2:12][CH:11]([CH2:17]3)[CH2:10]1)[CH2:18]2. Reported procedure: To a cooled, stirred mixture of 2 g. of 1,2,4-triazole-3-carboxamide and 5.4 g. of adamantylcarbonyl chloride in 125 ml. of anhydrous diethyl ether is added rapidly 2.75 g. of triethylamine. The cooling bath is removed and the mixture is stirred at room temperature for 23.5 hours. The mixture is filtered and the solid is washed successively with diethyl ether, cold water, diethyl ether and dried in vacuo for 3 hours yielding 4.5 g. of colorless solid. This solid is extracted with hot dry acetoni... The reactants are C(CCC)[Li] (butyllithium), [Cl-].[NH4+] (ammonium chloride), C(CC(=O)C)(=O)OC (methyl acetoacetate), [H-].[Na+] (sodium hydride), C(C)(C)C1=NC(=C(C(=C1/C=C/C=O)C1=CC=C(C=C1)F)COC(C(CC)(C)C)=O)C(C)C ((E)-3-[2,6-Diisopropyl-5-(2,2-dimethyl-butyryloxymethyl)-4-(4-fluorophenyl)-pyrid-3-yl]-prop-2-enal). RXN SMILES: [C:1]([O:7][CH3:8])(=[O:6])[CH2:2][C:3]([CH3:5])=[O:4].[H-].[Na+].C([Li])CCC.[CH:16]([C:19]1[C:24](/[CH:25]=[CH:26]/[CH:27]=[O:28])=[C:23]([C:29]2[CH:34]=[CH:33][C:32]([F:35])=[CH:31][CH:30]=2)[C:22]([CH2:36][O:37][C:38](=[O:44])[C:39]([CH3:43])([CH3:42])[CH2:40][CH3:41])=[C:21]([CH:45]([CH3:47])[CH3:46])[N:20]=1)([CH3:18])[CH3:17].[Cl-].[NH4+]>O1CCCC1.CCCCCC.[Br-].[Zn+2].[Br-]>[CH:16]([C:19]1[C:24](/[CH:25]=[CH:26]/[CH:27]([OH:28])[CH2:5][C:3](=[O:4])[CH2:2][C:1]([O:7][CH3:8])=[O:6])=[C:23]([C:29]2[CH:30]=[CH:31][C:32]([F:35])=[CH:33][CH:34]=2)[C:22]([CH2:36][O:37][C:38](=[O:44])[C:39]([CH3:42])([CH3:43])[CH2:40][CH3:41])=[C:21]([CH:45]([CH3:46])[CH3:47])[N:20]=1)([CH3:17])[CH3:18] |f:1.2,5.6,9.10.11|. Product: C(C)(C)C1=NC(=C(C(=C1/C=C/C(CC(CC(=O)OC)=O)O)C1=CC=C(C=C1)F)COC(C(CC)(C)C)=O)C(C)C (Methyl (E)-7-[2,6-diisopropyl-5-(2,2-dimethyl-butyryloxymethyl)-4-(4-fluorophenyl)-pyrid-3-yl]-5-hydroxy-3-oxohept-6-enoate). Solvent: CCCCCC (n-hexane), O1CCCC1 (tetrahydrofuran), O1CCCC1 (tetrahydrofuran), O1CCCC1 (tetrahydrofuran), O1CCCC1 (tetrahydrofuran). Reported procedure: 0.15 ml (1.4 mmol) of methyl acetoacetate in 2 ml of absolute tetrahydrofuran is added dropwise under nitrogen to a suspension of 54.6 mg (1.82 mmol) of 80% strength . sodium hydride in 5 ml of absolute tetrahydrofuran at -5° C. After 15 minutes, 0.89 ml (1.4 mmol) of 15% strength butyllithium in n-hexane is added dropwise at the same temperature and after a further 15 minutes 408 mg (1.8 mmol) of dry zinc bromide in 5 ml of absolute tetrahydrofuran are added. The mixture is allowed to stir for ... Reaction conditions: temperature -5 celsius, time 15 minute. Reagents/catalysts: [Br-].[Zn+2].[Br-] (zinc bromide). Reactants: CN1C(CCC1)=O (N-methyl-2-pyrrolidone), 2,2-bis(3,4-benzenedicarboxylic anhydride)perfluoropropane, C1=CC2=C(C=C1C3=CC4=C(C=C3)C(=O)OC4=O)C(=O)OC2=O (3,3',4,4'-biphenyltetracarboxylic dianhydride), CN1C(CCC1)=O (N-methyl-2-pyrrolidone), NCCC[Si](CC[Si](C)(C)CCCN)(C)C (1,2-bis(γ-aminopropyldimethylsilyl)ethane), NC1=CC=C(OC2=CC=C(C=C2)C(C)(C)C2=CC=C(C=C2)OC2=CC=C(C=C2)N)C=C1 (2,2-bis[4-(4-aminophenoxy)phenyl]propane), diamine, O (water). Solvent: C=1(C(=CC=CC1)C)C (xylene), dianhydride. Product: CC1(CC(C2=C1C=C(C=C2)N)(C)C3=CC=C(C=C3)N)C.C1=CC2=C(C=C1C(=O)C3=CC4=C(C=C3)C(=O)OC4=O)C(=O)OC2=O (polyimide resin). Reaction SMILES: [CH:1]1[C:6]([C:7]2[CH:12]=[CH:11][C:10]3[C:13]([O:15][C:16](=[O:17])[C:9]=3[CH:8]=2)=[O:14])=[CH:5][C:4]2[C:18]([O:20][C:21](=[O:22])[C:3]=2[CH:2]=1)=[O:19].N[CH2:24]CC[Si](C)(C)CC[Si]([CH2:33][CH2:34][CH2:35][NH2:36])(C)C.N[C:40]1C=CC(OC2C=CC(C(C3C=CC(OC4C=CC(N)=CC=4)=CC=3)(C)C)=CC=2)=C[CH:41]=1.[OH2:70].C[N:72]1[CH2:76][CH2:75][CH2:74][C:73]1=O>C1(C)C(C)=CC=CC=1>[CH3:10][C:9]1([CH3:16])[C:74]2[CH:75]=[C:76]([NH2:72])[CH:40]=[CH:41][C:73]=2[C:7]([C:6]2[CH:33]=[CH:34][C:35]([NH2:36])=[CH:4][CH:5]=2)([CH3:12])[CH2:8]1.[CH:24]1[C:12]([C:7]([C:6]2[CH:1]=[CH:2][C:3]3[C:21]([O:20][C:18](=[O:19])[C:4]=3[CH:5]=2)=[O:22])=[O:70])=[CH:11][C:10]2[C:13]([O:15][C:16](=[O:17])[C:9]=2[CH:8]=1)=[O:14] |f:6.7|. Reported procedure: A flask equipped with a stirrer, thermometer, and nitrogen inlet tube was charged with 4.4 grams (0.01 mol) of 2,2-bis(3,4-benzenedicarboxylic anhydride)perfluoropropane and 26.5 grams (0.09 mol) of 3,3',4,4'-biphenyltetracarboxylic dianhydride as a tetracarboxylic dianhydride component and 400 grams of N-methyl-2-pyrrolidone as a solvent. To the flask was added dropwise 69 grams of an N-methyl-2-pyrrolidone solution containing 20.8 grams (0.08 mol) of 1,2-bis(γ-aminopropyldimethylsilyl)ethane a... The reactants are O=C([O-])[O-], CCc1n[nH]c(C(N)=O)c1[N+](=O)[O-], CS(=O)(=O)OC1CN(C(c2ccccc2)c2ccccc2)C1, CC#N, [Cs+], [Cs+]. Yields the product CCc1c([N+](=O)[O-])c(C(N)=O)nn1C1CN(C(c2ccccc2)c2ccccc2)C1. RXN SMILES: [C:36](=[O:37])([O-:38])[O-:39].[CH2:23]([CH3:24])[c:25]1[n:26][nH:27][c:28]([C:33](=[O:34])[NH2:35])[c:29]1[N+:30](=[O:31])[O-:32].[CH3:1][S:2]([O:3][CH:6]1[CH2:7][N:8]([CH:10]([c:11]2[cH:12][cH:13][cH:14][cH:15][cH:16]2)[c:17]2[cH:18][cH:19][cH:20][cH:21][cH:22]2)[CH2:9]1)(=[O:4])=[O:5].[CH3:42][C:43]#[N:44].[Cs+:40].[Cs+:41]>>[CH:6]1([n:26]2[c:25]([CH2:23][CH3:24])[c:29]([N+:30](=[O:31])[O-:32])[c:28]([C:33](=[O:34])[NH2:35])[n:27]2)[CH2:7][N:8]([CH:10]([c:11]2[cH:12][cH:13][cH:14][cH:15][cH:16]2)[c:17]2[cH:18][cH:19][cH:20][cH:21][cH:22]2)[CH2:9]1. The reactants are Cl.COC=1C=C2CCOC(C2=CC1OC)CN (6,7-dimethoxy-1-isochromanmethylamine hydrochloride), C=O (formaldehyde), C=O (formaldehyde), Cl (hydrochloric acid). Reaction conditions: time 20 minute. Product: COC=1C=C2CCOC(C2=CC1OC)CNC (6,7-Dimethoxy-N-methyl-1-isochromanmethylamine). RXN SMILES: Cl.[CH3:2][O:3][C:4]1[CH:5]=[C:6]2[C:11](=[CH:12][C:13]=1[O:14][CH3:15])[CH:10]([CH2:16][NH2:17])[O:9][CH2:8][CH2:7]2.[CH2:18]=O.Cl>>[CH3:2][O:3][C:4]1[CH:5]=[C:6]2[C:11](=[CH:12][C:13]=1[O:14][CH3:15])[CH:10]([CH2:16][NH:17][CH3:18])[O:9][CH2:8][CH2:7]2 |f:0.1|. Procedure details: A mixture of 6,7-dimethoxy-1-isochromanmethylamine hydrochloride (6.0 g), described in Example 1, and 37% formaldehyde solution (12 ml) is heated on the steam bath under a reflux condenser for 20 min. A further 6 ml formaldehyde solution is added and heating is continued for 20 min. The solution is evaporated to dryness and the residue is crystallized from isopropanol to give the hydrochloric acid addition salt of the title compound, m.p. 254°-256° C. (dec.). The reactants are [OH-].[Na+] (NaOH), [H-].[H-].[H-].[H-].[Li+].[Al+3] (LiAlH4), [Al+3].[Cl-].[Cl-].[Cl-] (AlCl3), O=C(C[C@@H]1CC[C@H](CC1)N)N1CCN(CC1)C1=CC=CC=C1 (trans-{4-[2-oxo-2-(4-phenyl-piperazin-1-yl)-ethyl]-cyclohexyl}-amine). Solvent: O (H2O), C1CCOC1 (THF), CCOCC (Et2O), ice water, O (H2O), C1CCOC1 (THF), C1CCOC1 (THF). Run at time 30 minute. Product: C1(=CC=CC=C1)N1CCN(CC1)CCC1CCC(CC1)N (4-[2-(4-phenyl-piperazin-1-yl)-ethyl]-cyclohexylamine). As a reaction SMILES: [H-].[H-].[H-].[H-].[Li+].[Al+3].[Al+3].[Cl-].[Cl-].[Cl-].O=[C:12]([N:21]1[CH2:26][CH2:25][N:24]([C:27]2[CH:32]=[CH:31][CH:30]=[CH:29][CH:28]=2)[CH2:23][CH2:22]1)[CH2:13][C@H:14]1[CH2:19][CH2:18][C@H:17]([NH2:20])[CH2:16][CH2:15]1.[OH-].[Na+]>C1COCC1.CCOCC.O>[C:27]1([N:24]2[CH2:23][CH2:22][N:21]([CH2:12][CH2:13][CH:14]3[CH2:19][CH2:18][CH:17]([NH2:20])[CH2:16][CH2:15]3)[CH2:26][CH2:25]2)[CH:32]=[CH:31][CH:30]=[CH:29][CH:28]=1 |f:0.1.2.3.4.5,6.7.8.9,11.12|. Procedure: A suspension of LiAlH4 (3.32 g, 0.0875 mol) in dry THF (125 mL) at 0° was treated with a solution of AlCl3 (40 g, 0.03 mol) in dry Et2O (125 mL) and stirred for 30 minutes. Over a 10-minute period, a solution of trans-{4-[2-oxo-2-(4-phenyl-piperazin-1-yl)-ethyl]-cyclohexyl}-amine (10.54 g, 0.035 mol) in THF (150 mL) was added, and the reaction mixture was allowed to warm to room temperature. After 20 hours, the reaction mixture was cooled in ice-water and treated with THF (50 mL) containing H2O ...